From a dataset of the Open Reaction Database (ORD), a public repository of structured organic reaction records. describe an organic reaction: reactants, conditions, products, and yield The reactants are C1=C2C(=CC3=CC=CC=C13)C(=O)OC2=O (2,3-naphthalenedicarboxylic acid anhydride), ice, FC1=CC=CC=C1 (fluorobenzene), [Cl-].[Al+3].[Cl-].[Cl-] (aluminium chloride). The product is FC1=CC=C(C(=O)C2=CC3=CC=CC=C3C=C2C(=O)O)C=C1 (2-(4-fluorobenzoyl)-naphthalene-3-carboxylic acid). The yield is 113.8%. RXN SMILES: [CH:1]1[C:10]2[C:5](=[CH:6][CH:7]=[CH:8][CH:9]=2)[CH:4]=[C:3]2[C:11]([O:13][C:14](=[O:15])[C:2]=12)=[O:12].[F:16][C:17]1[CH:22]=[CH:21][CH:20]=[CH:19][CH:18]=1.[Cl-].[Al+3].[Cl-].[Cl-]>>[F:16][C:17]1[CH:22]=[CH:21][C:20]([C:11]([C:3]2[C:2]([C:14]([OH:13])=[O:15])=[CH:1][C:10]3[C:5](=[CH:6][CH:7]=[CH:8][CH:9]=3)[CH:4]=2)=[O:12])=[CH:19][CH:18]=1 |f:2.3.4.5|. Procedure: 45.0 g (227 mmol) of 2,3-naphthalenedicarboxylic acid anhydride are suspended in 200 ml (2.1 moles) of fluorobenzene. 75.5 g (565 mmol) of powdered aluminium chloride are added in the course of 5 minutes, with vigorous stirring (exothermic reaction up to about 32° C.). The dark red suspension is refluxed and stirred for 6 hours. The solution is then allowed to cool to room temperature and is poured onto about 500 g of ice, and is stirred to bring the hydrolysis to completion. Excess fluorobenzen... Reaction SMILES: C([O:5][N:6]=[C:7]1[C:16]2[C:11](=[CH:12][CH:13]=[C:14]([OH:17])[CH:15]=2)[O:10][C:9]([C:18]2[N:23]=[CH:22][N:21]3[CH:24]=[CH:25][CH:26]=[C:20]3[CH:19]=2)=[CH:8]1)(C)(C)C.Cl.[Cl:28][CH2:29][CH2:30][CH2:31][C:32]1[CH:37]=[CH:36][N:35]=[CH:34][CH:33]=1.N1C=CC(CCCO)=CC=1>>[ClH:28].[N:35]1[CH:36]=[CH:37][C:32]([CH2:31][CH2:30][CH2:29][O:17][C:14]2[CH:15]=[C:16]3[C:11](=[CH:12][CH:13]=2)[O:10][C:9]([C:18]2[N:23]=[CH:22][N:21]4[CH:24]=[CH:25][CH:26]=[C:20]4[CH:19]=2)=[CH:8][C:7]3=[N:6][OH:5])=[CH:33][CH:34]=1 |f:1.2,4.5|. Starting materials: C(C)(C)(C)ON=C1C=C(OC2=CC=C(C=C12)O)C1=CC=2N(C=N1)C=CC2 (6-hydroxy-2-pyrrolo[1,2-c]pyrimidin-3-yl-chromen-4-one O-tert-butyl oxime), Cl.ClCCCC1=CC=NC=C1 (4-(3-Chloro-propyl)-pyridine hydrochloride), N1=CC=C(C=C1)CCCO (4-pyridine propanol). Procedure: 6-(3-Pyridin-4-yl-propoxy)-2-pyrrolo[1,2-c]pyrimidin-3-yl-chromen-4-one oxime, hydrochloride was prepared in 10% overall yield using the method described in example 85, starting from 6-hydroxy-2-pyrrolo[1,2-c]pyrimidin-3-yl-chromen-4-one O-tert-butyl oxime (example 81A) and 4-(3-Chloro-propyl)-pyridine hydrochloride, prepared from 4-pyridine propanol (U.S. Pat. No. 6,362,336). Product: Cl.N1=CC=C(C=C1)CCCOC=1C=C2C(C=C(OC2=CC1)C1=CC=2N(C=N1)C=CC2)=NO (6-(3-Pyridin-4-yl-propoxy)-2-pyrrolo[1,2-c]pyrimidin-3-yl-chromen-4-one oxime, hydrochloride). Reactants: NC1=NC(=CC(=N1)N1C[C@H](OC[C@H]1C)CO)Cl ([(2S,5R)-4-(2-amino-6-chloro-4-pyrimidinyl)-5-methyl-2-morpholinyl]methanol), CCN(C(C)C)C(C)C (Hunig's base), C1(=CC=CC=C1)N=C=O (phenyl isocyanate), CCN(C(C)C)C(C)C (Hunig's base), C1(=CC=CC=C1)N=C=O (phenyl isocyanate). Run in C(Cl)(Cl)Cl (CHCl3), C(Cl)(Cl)Cl (CHCl3). Reaction conditions: temperature 0 celsius, time 8 hour. Product: C1(=CC=CC=C1)NC(OC[C@@H]1CN([C@@H](CO1)C)C1=NC(=NC(=C1)Cl)N)=O ([(2S,5R)-4-(2-Amino-6-chloro-4-pyrimidinyl)-5-methyl-2-morpholinyl]methyl phenylcarbamate). The yield is 84.1%. Reaction SMILES: [NH2:1][C:2]1[N:7]=[C:6]([N:8]2[C@H:13]([CH3:14])[CH2:12][O:11][C@H:10]([CH2:15][OH:16])[CH2:9]2)[CH:5]=[C:4]([Cl:17])[N:3]=1.CCN(C(C)C)C(C)C.[C:27]1([N:33]=[C:34]=[O:35])[CH:32]=[CH:31][CH:30]=[CH:29][CH:28]=1>C(Cl)(Cl)Cl>[C:27]1([NH:33][C:34](=[O:35])[O:16][CH2:15][C@H:10]2[O:11][CH2:12][C@@H:13]([CH3:14])[N:8]([C:6]3[CH:5]=[C:4]([Cl:17])[N:3]=[C:2]([NH2:1])[N:7]=3)[CH2:9]2)[CH:32]=[CH:31][CH:30]=[CH:29][CH:28]=1. Procedure: To a 20-mL screw-cap vial was added [(2S,5R)-4-(2-amino-6-chloro-4-pyrimidinyl)-5-methyl-2-morpholinyl]methanol (100 mg, 0.387 mmol), Hunig's base (0.135 mL, 0.773 mmol) and CHCl3 (10 mL). The reaction was cooled to 0° C., then phenyl isocyanate (0.046 mL, 0.425 mmol) in CHCl3 (2 mL) was added dropwise via syringe. The solution was allowed to warm to room temperature and then stirred overnight. An additional portion of Hunig's base (0.135 mL, 0.773 mmol) and phenyl isocyanate (0.046 mL, 0.425 mm... Reactants: [N+](=O)([O-])C1=CC(=C(C2=CC=CC=C12)O)C(=O)OC1=CC=CC=C1 (4-nitro-2-phenoxycarbonyl-1-naphthol), C(C)O (ethanol), [OH-].[K+] (potassium hydroxide), NCCC(=O)O (β-alanine). The solvent is O (water). Product: C(=O)(O)CCNC(=O)C1=C(C2=CC=CC=C2C(=C1)[N+](=O)[O-])O (2-(2-carboxyethylamino)carbonyl-4-nitro-1-naphthol). The yield is 70.0%. As a reaction SMILES: C(O)C.[OH-].[K+].[NH2:6][CH2:7][CH2:8][C:9]([OH:11])=[O:10].[N+:12]([C:15]1[C:24]2[C:19](=[CH:20][CH:21]=[CH:22][CH:23]=2)[C:18]([OH:25])=[C:17]([C:26](OC2C=CC=CC=2)=[O:27])[CH:16]=1)([O-:14])=[O:13]>O>[C:9]([CH2:8][CH2:7][NH:6][C:26]([C:17]1[CH:16]=[C:15]([N+:12]([O-:14])=[O:13])[C:24]2[C:19](=[CH:20][CH:21]=[CH:22][CH:23]=2)[C:18]=1[OH:25])=[O:27])([OH:11])=[O:10] |f:1.2|. Reported procedure: 1,500 ml of ethanol was added to a solution of 56.8 g of potassium hydroxide dissolved in 100 cc of water. 47 g of β-alanine was dissolved into this mixture, and then 132 g of 4-nitro-2-phenoxycarbonyl-1-naphthol was suspended, followed by reflux for 4 hours. After the reaction was completed, the solution was cooled, followed, by filtration of crystal. The obtained crystal was dissolved in 4,000 ml of water. After the insolubles were filtered off, the aqueous solution was neutralized with hydroc... The product is [Cl-], CC(C1CCC(NS(=O)(=O)c2ccc(OC(F)(F)F)cc2)CC1)C([NH3+])C(=O)N1CCC(F)C1. Reactants: Cl, CC(C1CCC(NS(=O)(=O)c2ccc(OC(F)(F)F)cc2)CC1)C(NC(=O)OC(C)(C)C)C(=O)N1CCC(F)C1, C1COCCO1. Reaction SMILES: [ClH:41].[F:1][CH:2]1[CH2:3][N:4]([C:7](=[O:8])[CH:9]([CH:10]([CH3:11])[CH:12]2[CH2:13][CH2:14][CH:15]([NH:18][S:19](=[O:20])(=[O:21])[c:22]3[cH:23][cH:24][c:25]([O:28][C:29]([F:30])([F:31])[F:32])[cH:26][cH:27]3)[CH2:16][CH2:17]2)[NH:33][C:34](=[O:35])[O:36][C:37]([CH3:38])([CH3:39])[CH3:40])[CH2:5][CH2:6]1.[O:42]1[CH2:43][CH2:44][O:45][CH2:46][CH2:47]1>>[Cl-:41].[F:1][CH:2]1[CH2:3][N:4]([C:7](=[O:8])[CH:9]([CH:10]([CH3:11])[CH:12]2[CH2:13][CH2:14][CH:15]([NH:18][S:19](=[O:20])(=[O:21])[c:22]3[cH:23][cH:24][c:25]([O:28][C:29]([F:30])([F:31])[F:32])[cH:26][cH:27]3)[CH2:16][CH2:17]2)[NH3+:33])[CH2:5][CH2:6]1. The reactants are OCC1(CCN(CC1)CC1=C(C=C(OC2CN(C2)C(=O)OC(C)(C)C)C=C1)C)C (tert-Butyl 3-(4-((4-(hydroxymethyl)-4-methylpiperidin-1-yl)methyl)-3-methylphenoxy)azetidine-1-carboxylate), C(=O)(C(F)(F)F)O (TFA), C(=O)([O-])[O-].[Na+].[Na+] (Na2CO3), O (water). Solvent: C(Cl)Cl (DCM). Run at time 2 hour. Product: N1CC(C1)OC1=CC(=C(CN2CCC(CC2)(C)CO)C=C1)C ((1-(4-(Azetidin-3-yloxy)-2-methylbenzyl)-4-methylpiperidin-4-yl)methanol). Isolated yield 70.8%. Reaction SMILES: [OH:1][CH2:2][C:3]1([CH3:29])[CH2:8][CH2:7][N:6]([CH2:9][C:10]2[CH:27]=[CH:26][C:13]([O:14][CH:15]3[CH2:18][N:17](C(OC(C)(C)C)=O)[CH2:16]3)=[CH:12][C:11]=2[CH3:28])[CH2:5][CH2:4]1.C(O)(C(F)(F)F)=O.O.C([O-])([O-])=O.[Na+].[Na+]>C(Cl)Cl>[NH:17]1[CH2:18][CH:15]([O:14][C:13]2[CH:26]=[CH:27][C:10]([CH2:9][N:6]3[CH2:7][CH2:8][C:3]([CH2:2][OH:1])([CH3:29])[CH2:4][CH2:5]3)=[C:11]([CH3:28])[CH:12]=2)[CH2:16]1 |f:3.4.5|. Reported procedure: To a solution of 69B (3.10 g, 7.66 mmol) in DCM (100 mL) was added TFA (30 mL) and the reaction mixture was stirred at RT for 2 h. The mixture was transferred to a reparatory funnel and water was added. The aqueous phase was carefully basified with Na2CO3. The organic layer was separated and the basic aqueous layer was extracted ten times with. The combined organic layers were filtered through a phase separator and the solvent was removed by evaporation. The residue was dissolved in a mixture of...